This data is from the Open Reaction Database (ORD), a public repository of structured organic reaction records. The task is: describe an organic reaction: reactants, conditions, products, and yield Yield: 96.0%. The solvent is CO (MeOH). Product: C(C)(C)C1=CC(=NN1)NC=1C2=C(N=C(N1)N1C(CCC1)C(=O)OC)CCC2 (methyl 1-(4-(5-isopropyl-1H-pyrazol-3-ylamino)-6,7-dihydro-5H-cyclopenta[d]pyrimidin-2-yl)pyrrolidine-2-carboxylate). Reactants: CN1CCOCC1 (N-methylmorpholine), CCN=C=NCCCN(C)C.Cl (EDC.HCl), C(C)(C)C1=CC(=NN1)NC=1C2=C(N=C(N1)N1C(CCC1)C(=O)O)CCC2 (1-(4-(5-isopropyl-1H-pyrazol-3-ylamino)-6,7-dihydro-5H-cyclopenta[d]pyrimidin-2-yl)pyrrolidine-2-carboxylic acid), C=1C=CC2=C(C1)N=NN2O (HOBt), O (H2O). Reaction conditions: time 8 hour. Procedure: To a solution of 1-(4-(5-isopropyl-1H-pyrazol-3-ylamino)-6,7-dihydro-5H-cyclopenta[d]pyrimidin-2-yl)pyrrolidine-2-carboxylic acid (5 g, 14 mmol) in MeOH (120 mL) was added HOBt.H2O (143 mg, 0.94 mmol), N-methylmorpholine (1.42 g, 14 mmol) and EDC.HCl (3.64 g, 19 mmol). The reaction mixture was stirred at RT overnight. The MeOH was removed under reduced pressure and the residue was dissolved in EtOAc (100 mL). The solution was washed with water (2×40 mL) followed by brine (40 mL) and dried over a... RXN SMILES: [CH:1]([C:4]1[NH:8][N:7]=[C:6]([NH:9][C:10]2[C:11]3[CH2:26][CH2:25][CH2:24][C:12]=3[N:13]=[C:14]([N:16]3[CH2:20][CH2:19][CH2:18][CH:17]3[C:21]([OH:23])=[O:22])[N:15]=2)[CH:5]=1)([CH3:3])[CH3:2].[CH:27]1C=CC2N(O)N=NC=2C=1.O.CN1CCOCC1.CCN=C=NCCCN(C)C.Cl>CO>[CH:1]([C:4]1[NH:8][N:7]=[C:6]([NH:9][C:10]2[C:11]3[CH2:26][CH2:25][CH2:24][C:12]=3[N:13]=[C:14]([N:16]3[CH2:20][CH2:19][CH2:18][CH:17]3[C:21]([O:23][CH3:27])=[O:22])[N:15]=2)[CH:5]=1)([CH3:3])[CH3:2] |f:4.5|.